From a dataset of the Open Reaction Database (ORD), a public repository of structured organic reaction records. describe an organic reaction: reactants, conditions, products, and yield RXN SMILES: [Br:30][CH2:31][CH2:32][CH2:33][CH2:34][CH2:35][CH2:36][Br:37].[CH2:38]([N:39]([CH:40]([CH3:41])[CH3:42])[CH:43]([CH3:44])[CH3:45])[CH3:46].[CH3:47][C:48]#[N:49].[NH2:1][CH:2]([CH3:3])[c:4]1[cH:5][c:6]2[c:11]([cH:12][cH:13]1)[CH2:10][CH:9]([NH:14][C:15]([c:16]1[cH:17][cH:18][c:19]([O:22][CH2:23][CH:24]3[O:25][CH2:26][CH2:27][CH2:28]3)[cH:20][cH:21]1)=[O:29])[CH2:8][CH2:7]2>>[N:1]1([CH:2]([CH3:3])[c:4]2[cH:5][c:6]3[c:11]([cH:12][cH:13]2)[CH2:10][CH:9]([NH:14][C:15]([c:16]2[cH:17][cH:18][c:19]([O:22][CH2:23][CH:24]4[O:25][CH2:26][CH2:27][CH2:28]4)[cH:20][cH:21]2)=[O:29])[CH2:8][CH2:7]3)[CH2:31][CH2:32][CH2:33][CH2:34][CH2:35][CH2:36]1. Reactants: BrCCCCCCBr, CCN(C(C)C)C(C)C, CC#N, CC(N)c1ccc2c(c1)CCC(NC(=O)c1ccc(OCC3CCCO3)cc1)C2. Yields the product CC(c1ccc2c(c1)CCC(NC(=O)c1ccc(OCC3CCCO3)cc1)C2)N1CCCCCC1.